From a dataset of the Open Reaction Database (ORD), a public repository of structured organic reaction records. describe an organic reaction: reactants, conditions, products, and yield Reactants: [BH3-]C#N, CC(=O)O, CC(C)=O, CO, COc1cc([N+](=O)[O-])ccc1OC1CCNCC1, [Na+]. Product: COc1cc([N+](=O)[O-])ccc1OC1CCN(C(C)C)CC1. RXN SMILES: [C:27]([BH3-:28])#[N:29].[CH3:1][C:2](=[O:3])[OH:4].[CH3:23][C:24]([CH3:25])=[O:26].[CH3:31][OH:32].[CH3:5][O:6][c:7]1[c:8]([O:9][CH:10]2[CH2:11][CH2:12][NH:13][CH2:14][CH2:15]2)[cH:16][cH:17][c:18]([N+:20](=[O:21])[O-:22])[cH:19]1.[Na+:30]>>[CH3:5][O:6][c:7]1[c:8]([O:9][CH:10]2[CH2:11][CH2:12][N:13]([CH:24]([CH3:23])[CH3:25])[CH2:14][CH2:15]2)[cH:16][cH:17][c:18]([N+:20](=[O:21])[O-:22])[cH:19]1. Reactants: CSc1ncc2ccc(=O)[nH]c2n1, O, O=P(Cl)(Cl)Cl. Product: CSc1ncc2ccc(Cl)nc2n1. Reaction SMILES: [CH3:1][S:2][c:3]1[n:4][cH:5][c:6]2[c:7]([n:8]1)[nH:9][c:10](=[O:13])[cH:11][cH:12]2.[OH2:14].[P:15]([Cl:16])([Cl:17])([Cl:18])=[O:19]>>[CH3:1][S:2][c:3]1[n:4][cH:5][c:6]2[c:7]([n:8]1)[n:9][c:10]([Cl:17])[cH:11][cH:12]2. The reactants are C(C)(C)(C)OC(=O)N[C@H](CC(=O)OCC1=CC=CC=C1)COS(=O)(=O)C ((R)-benzyl 3-(tert-butoxycarbonylamino)-4-(methylsulfonyloxy)-butanoate), N(C)C (Me2NH). The solvent is C1CCOC1 (THF). Product: C(C)(C)(C)OC(=O)N[C@H](CC(=O)OCC1=CC=CC=C1)CN(C)C ((R)-benzyl 3-(tert-butoxycarbonylamino)-4-(dimethylamino)butanoate). Yield: 24.5%. Reaction SMILES: [C:1]([O:5][C:6]([NH:8][C@@H:9]([CH2:21]OS(C)(=O)=O)[CH2:10][C:11]([O:13][CH2:14][C:15]1[CH:20]=[CH:19][CH:18]=[CH:17][CH:16]=1)=[O:12])=[O:7])([CH3:4])([CH3:3])[CH3:2].[NH:27]([CH3:29])[CH3:28]>C1COCC1>[C:1]([O:5][C:6]([NH:8][C@@H:9]([CH2:21][N:27]([CH3:29])[CH3:28])[CH2:10][C:11]([O:13][CH2:14][C:15]1[CH:20]=[CH:19][CH:18]=[CH:17][CH:16]=1)=[O:12])=[O:7])([CH3:4])([CH3:3])[CH3:2]. Reported procedure: In a sealed vial, (R)-benzyl 3-(tert-butoxycarbonylamino)-4-(methylsulfonyloxy)-butanoate (130.8 mg, 0.34 mmol) was stirred at rt in a THF solution of Me2NH (2.0 M, 10 mL, 20 mmol) for 3 d. Then the reaction was concentrated under reduced pressure and purified by preparative TLC (0.5% MeOH in DCM, and then 5% MeOH/DCM) to afford the title compound as a colorless gum (28 mg, 25%). 1H NMR (300 MHz, CDCl3): δ=7.85-7.25 (m, 5H), 5.25-5.00 (m, 2H), 4.15 (br s, 1H), 2.58-2.50 (m, 4H), 2.41 (br s, 6H),... Reactants: BrCC(=O)C1=CC(=C(C(=C1)C(C)(C)C)O)C(C)(C)C (2-bromo-1-(4-hydroxy-3,5-di-tert-butylphenyl)-ethanone), OC1=C(C=C(C=O)C=C1)OC (4-hydroxy-3-methoxy-benzaldehyde), [I-].[Na+] (sodium iodide), C([O-])([O-])=O.[K+].[K+] (potassium carbonate), Cl (HCl). The solvent is C(C)(=O)OCC (ethyl acetate). Run at time 30 minute. Yields the product C(C)(C)(C)C=1C=C(C=C(C1O)C(C)(C)C)C(COC1=C(C=C(C=O)C=C1)OC)=O (4-[2-(3,5-di-tert-butyl-4-hydroxyphenyl)-2-oxo-ethoxy]-3-methoxy-benzaldehyde). Yield: 74.0%. Reaction SMILES: [OH:1][C:2]1[CH:9]=[CH:8][C:5]([CH:6]=[O:7])=[CH:4][C:3]=1[O:10][CH3:11].[I-].[Na+].C(=O)([O-])[O-].[K+].[K+].Br[CH2:21][C:22]([C:24]1[CH:29]=[C:28]([C:30]([CH3:33])([CH3:32])[CH3:31])[C:27]([OH:34])=[C:26]([C:35]([CH3:38])([CH3:37])[CH3:36])[CH:25]=1)=[O:23].Cl>C(OCC)(=O)C>[C:30]([C:28]1[CH:29]=[C:24]([C:22](=[O:23])[CH2:21][O:1][C:2]2[CH:9]=[CH:8][C:5]([CH:6]=[O:7])=[CH:4][C:3]=2[O:10][CH3:11])[CH:25]=[C:26]([C:35]([CH3:38])([CH3:37])[CH3:36])[C:27]=1[OH:34])([CH3:33])([CH3:31])[CH3:32] |f:1.2,3.4.5|. Reported procedure: A mixture of 19.4 g (125 mmol) of 4-hydroxy-3-methoxy-benzaldehyde, 1.88 g (12.5 mmol) of sodium iodide and 34.5 g (250 mmol) of potassium carbonate in 1000 ml of ethyl acetate is stirred for 30 minutes. Then 43.6 g (125 mmol) of 2-bromo-1-(4-hydroxy-3,5-di-tert-butylphenyl)-ethanone is added and stirring at room temperature is continued for 16 hours. Then the mixture is acidified with 2N HCl and extracted with ethyl acetate. The combined extracts are washed with water, dried and evaporated. Cry... Reactants: Cl.C(CCC)C1=CC=C(C=C1)C#CC1=CC=C(CNC2=CC3=C(OC(OC3=O)(C)C)C=C2)C=C1 (6-({4-[(4-butylphenyl)ethynyl]benzyl}amino)-2,2-dimethyl-4H-1,3-benzodioxin-4-one hydrochloride), S1C(=CC2=C1C=CC=C2)C(=O)Cl (1-benzothiophene-2-carbonyl chloride). Product: C(CCC)C1=CC=C(C=C1)C#CC1=CC=C(CN(C(=O)C=2SC3=C(C2)C=CC=C3)C3=CC2=C(OC(OC2=O)(C)C)C=C3)C=C1 (N-{4-[(4-butylphenyl)ethynyl]benzyl}-N-(2,2-dimethyl-4-oxo-4H-1,3-benzodioxin-6-yl)-1-benzothiophene-2-carboxamide). Reaction SMILES: Cl.[CH2:2]([C:6]1[CH:11]=[CH:10][C:9]([C:12]#[C:13][C:14]2[CH:34]=[CH:33][C:17]([CH2:18][NH:19][C:20]3[CH:32]=[CH:31][C:23]4[O:24][C:25]([CH3:30])([CH3:29])[O:26][C:27](=[O:28])[C:22]=4[CH:21]=3)=[CH:16][CH:15]=2)=[CH:8][CH:7]=1)[CH2:3][CH2:4][CH3:5].[S:35]1[C:39]2[CH:40]=[CH:41][CH:42]=[CH:43][C:38]=2[CH:37]=[C:36]1[C:44](Cl)=[O:45]>>[CH2:2]([C:6]1[CH:7]=[CH:8][C:9]([C:12]#[C:13][C:14]2[CH:34]=[CH:33][C:17]([CH2:18][N:19]([C:20]3[CH:32]=[CH:31][C:23]4[O:24][C:25]([CH3:30])([CH3:29])[O:26][C:27](=[O:28])[C:22]=4[CH:21]=3)[C:44]([C:36]3[S:35][C:39]4[CH:40]=[CH:41][CH:42]=[CH:43][C:38]=4[CH:37]=3)=[O:45])=[CH:16][CH:15]=2)=[CH:10][CH:11]=1)[CH2:3][CH2:4][CH3:5] |f:0.1|. Reported procedure: The titled compound was prepared following the procedure K using 6-({4-[(4-butylphenyl)ethynyl]benzyl}amino)-2,2-dimethyl-4H-1,3-benzodioxin-4-one hydrochloride and 1-benzothiophene-2-carbonyl chloride as a yellow oil (95%). HPLC, Rt: 6.04 min (Purity: 92.1%). Starting materials: COC([C@H](CC(C)C)N1C(C=C(C1)OC1=C(C=CC=C1F)F)=O)=O ((S)-2-[4-(2,6-difluoro-phenoxy)-2-oxo-2,5-dihydro-pyrrol-1-yl]-4-methyl-pentanoic acid methyl ester), [OH-].[Li+] (lithium hydroxide), C(C)OCC (diethyl ether). Solvent: O1CCCC1 (tetrahydrofuran), O (water), O (water). Reaction conditions: temperature 25 celsius, time 2 hour. Product: FC1=C(OC2=CC(N(C2)[C@H](C(=O)O)CC(C)C)=O)C(=CC=C1)F ((S)-2-[4-(2,6-difluoro-phenoxy)-2-oxo-2,5-dihydro-pyrrol-1-yl]-4-methyl-pentanoic acid). Isolated yield 82.4%. Reaction SMILES: C[O:2][C:3](=[O:24])[C@@H:4]([N:9]1[CH2:13][C:12]([O:14][C:15]2[C:20]([F:21])=[CH:19][CH:18]=[CH:17][C:16]=2[F:22])=[CH:11][C:10]1=[O:23])[CH2:5][CH:6]([CH3:8])[CH3:7].[OH-].[Li+].C(OCC)C>O1CCCC1.O>[F:22][C:16]1[CH:17]=[CH:18][CH:19]=[C:20]([F:21])[C:15]=1[O:14][C:12]1[CH2:13][N:9]([C@@H:4]([CH2:5][CH:6]([CH3:8])[CH3:7])[C:3]([OH:24])=[O:2])[C:10](=[O:23])[CH:11]=1 |f:1.2|. Procedure: To a stirred mixture of (S)-2-[4-(2,6-difluoro-phenoxy)-2-oxo-2,5-dihydro-pyrrol-1-yl]-4-methyl-pentanoic acid methyl ester (900 mg, 2.65 mmol) in tetrahydrofuran (10 mL) and water (3 mL) was added lithium hydroxide (135 mg, 3.19 mmol). After addition was complete the mixture was stirred at 25° C. for 2 h. The reaction mixture was poured into water and diethyl ether and the layers separated. The aqueous layer was made acidic with 2N aqueous hydrochloric acid and extracted with ethyl acetate (3×3... The reactants are CC(CO)Cc1ccc(C(C)(C)C)cc1, BrP(Br)Br. Product: CC(CBr)Cc1ccc(C(C)(C)C)cc1. RXN SMILES: [C:1]([CH3:2])([CH3:3])([CH3:4])[c:5]1[cH:6][cH:7][c:8]([CH2:11][CH:12]([CH2:13][OH:14])[CH3:15])[cH:9][cH:10]1.[P:16]([Br:17])([Br:18])[Br:19]>>[C:1]([CH3:2])([CH3:3])([CH3:4])[c:5]1[cH:6][cH:7][c:8]([CH2:11][CH:12]([CH2:13][Br:17])[CH3:15])[cH:9][cH:10]1.